From a dataset of the Open Reaction Database (ORD), a public repository of structured organic reaction records. describe an organic reaction: reactants, conditions, products, and yield Starting materials: CCCCc1ccc(O)cc1, CC(=O)OC(C)=O, ClCCl, c1ccncc1. Yields the product CCCCc1ccc(OC(C)=O)cc1. RXN SMILES: [CH2:1]([CH2:2][CH2:3][CH3:4])[c:5]1[cH:6][cH:7][c:8]([OH:11])[cH:9][cH:10]1.[CH3:12][C:13](=[O:14])[O:15][C:16]([CH3:17])=[O:18].[Cl:25][CH2:26][Cl:27].[cH:19]1[cH:20][cH:21][n:22][cH:23][cH:24]1>>[CH2:1]([CH2:2][CH2:3][CH3:4])[c:5]1[cH:6][cH:7][c:8]([O:11][C:13]([CH3:12])=[O:14])[cH:9][cH:10]1.